From a dataset of the Open Reaction Database (ORD), a public repository of structured organic reaction records. describe an organic reaction: reactants, conditions, products, and yield Reactants: COC(=O)C=1C(=C2C=C(C(N(C2=CN1)CC1=CC=C(C=C1)C#N)=O)C1=CC=CC=C1)O (1-(4-cyano-benzyl)-5-hydroxy-2-oxo-3-phenyl-1,2-dihydro-[1,7]naphthyridine-6-carboxylic acid methyl ester), NCCC(=O)O (β-alanine), C[O-].[Na+] (NaOMe). Product: C(#N)C1=CC=C(CN2C(C(=CC3=C(C(=NC=C23)C(=O)NCCC(=O)O)O)C2=CC=CC=C2)=O)C=C1 (3-{[1-(4-Cyano-benzyl)-5-hydroxy-2-oxo-3-phenyl-1,2-dihydro-[1,7]naphthyridine-6-carbonyl]-amino}-propionic acid). The yield is 68.2%. RXN SMILES: CO[C:3]([C:5]1[C:6]([OH:31])=[C:7]2[C:12](=[CH:13][N:14]=1)[N:11]([CH2:15][C:16]1[CH:21]=[CH:20][C:19]([C:22]#[N:23])=[CH:18][CH:17]=1)[C:10](=[O:24])[C:9]([C:25]1[CH:30]=[CH:29][CH:28]=[CH:27][CH:26]=1)=[CH:8]2)=[O:4].[NH2:32][CH2:33][CH2:34][C:35]([OH:37])=[O:36].C[O-].[Na+]>>[C:22]([C:19]1[CH:20]=[CH:21][C:16]([CH2:15][N:11]2[C:12]3[C:7](=[C:6]([OH:31])[C:5]([C:3]([NH:32][CH2:33][CH2:34][C:35]([OH:37])=[O:36])=[O:4])=[N:14][CH:13]=3)[CH:8]=[C:9]([C:25]3[CH:30]=[CH:29][CH:28]=[CH:27][CH:26]=3)[C:10]2=[O:24])=[CH:17][CH:18]=1)#[N:23] |f:2.3|. Procedure: A mixture of 1-(4-cyano-benzyl)-5-hydroxy-2-oxo-3-phenyl-1,2-dihydro-[1,7]naphthyridine-6-carboxylic acid methyl ester (40 mg, 0.097 mmol), β-alanine (694 mg, 7.9 mmol) and NaOMe solution (12 mL, 5.8 mmol, 0.5 M in MeOH) was refluxed for 16 h. After the mixture was cooled to r.t., the solvent was evaporated in vacuo. The residue was dissolved in saturated NaHCO3 and washed several times with ether. The aqueous layer was acidified to pH 2 with 6 M HCl, and the resulting precipitate was isolated b... The reactants are C1(CC(C(CC1)C(C)C)C(=O)O)C (p-menthane-3-carboxylic acid), S(=O)(Cl)Cl (thionyl chloride), C1(CC(C(CC1)C(C)C)C(=O)Cl)C (p-menth-3-oyl chloride), C(C)NCC (diethylamine), [OH-].[Na+] (sodium hydroxide). Product: C(C)N(C(=O)C1CC(CCC1C(C)C)C)CC (N,N-DIETHYL-p-MENTHANE-3-CARBOXAMIDE). Reaction SMILES: [CH:1]1([CH3:13])[CH2:6][CH2:5][CH:4]([CH:7]([CH3:9])[CH3:8])[CH:3]([C:10]([OH:12])=O)[CH2:2]1.S(Cl)(Cl)=O.C1(C)CCC(C(C)C)C(C(Cl)=O)C1.[CH2:31]([NH:33][CH2:34][CH3:35])[CH3:32].[OH-].[Na+]>>[CH2:31]([N:33]([CH2:34][CH3:35])[C:10]([CH:3]1[CH:4]([CH:7]([CH3:8])[CH3:9])[CH2:5][CH2:6][CH:1]([CH3:13])[CH2:2]1)=[O:12])[CH3:32] |f:4.5|. Reported procedure: Following the procedure of Example 5, p-menthane-3-carboxylic acid (1.84 g.) was reacted with thionyl chloride and the p-menth-3-oyl chloride then reacted with diethylamine (0.74 g.) in the presence of sodium hydroxide (0.4 g.). The product N,N-diethyl-p-menthane-3-carboxamide was recovered. Starting materials: O=C([O-])[O-], CCC(c1ccccc1)N1Cc2cc3c(cc2CC1C(=O)NC(Cc1ccc(-c2ccc(Cl)cc2)cc1)C(=O)OC)N(C)C(=O)C(c1ccc(O)cc1)O3, Clc1ccc(CBr)cc1Cl, [K+], [K+], [Na+], [Na+], O=C([O-])[O-], CN(C)C=O. Product: CCC(c1ccccc1)N1Cc2cc3c(cc2CC1C(=O)NC(Cc1ccc(-c2ccc(Cl)cc2)cc1)C(=O)OC)N(C)C(=O)C(c1ccc(OCc2ccc(Cl)c(Cl)c2)cc1)O3. RXN SMILES: [C:65](=[O:66])([O-:67])[O-:68].[CH3:1][O:2][C:3]([CH:4]([CH2:5][c:6]1[cH:7][cH:8][c:9](-[c:12]2[cH:13][cH:14][c:15]([Cl:18])[cH:16][cH:17]2)[cH:10][cH:11]1)[NH:19][C:20](=[O:21])[CH:22]1[N:23]([CH:45]([CH2:46][CH3:47])[c:48]2[cH:49][cH:50][cH:51][cH:52][cH:53]2)[CH2:24][c:25]2[cH:26][c:27]3[c:32]([cH:33][c:34]2[CH2:35]1)[N:31]([CH3:36])[C:30](=[O:37])[CH:29]([c:38]1[cH:39][cH:40][c:41]([OH:44])[cH:42][cH:43]1)[O:28]3)=[O:54].[Cl:55][c:56]1[cH:57][c:58]([CH2:59][Br:60])[cH:61][cH:62][c:63]1[Cl:64].[K+:69].[K+:70].[Na+:71].[Na+:72].[O-:73][C:74](=[O:75])[O-:76].[O:77]=[CH:78][N:79]([CH3:80])[CH3:81]>>[CH3:1][O:2][C:3]([CH:4]([CH2:5][c:6]1[cH:7][cH:8][c:9](-[c:12]2[cH:13][cH:14][c:15]([Cl:18])[cH:16][cH:17]2)[cH:10][cH:11]1)[NH:19][C:20](=[O:21])[CH:22]1[N:23]([CH:45]([CH2:46][CH3:47])[c:48]2[cH:49][cH:50][cH:51][cH:52][cH:53]2)[CH2:24][c:25]2[cH:26][c:27]3[c:32]([cH:33][c:34]2[CH2:35]1)[N:31]([CH3:36])[C:30](=[O:37])[CH:29]([c:38]1[cH:39][cH:40][c:41]([O:44][CH2:59][c:58]2[cH:57][c:56]([Cl:55])[c:63]([Cl:64])[cH:62][cH:61]2)[cH:42][cH:43]1)[O:28]3)=[O:54]. Starting materials: C12C(C3CC(CC(C1)C3)C2)N2NC(C2=O)(C)C (2-(Adamantan-2-yl)-4,4-dimethyl-1,2-diazetidin-3-one), FC1=C(CBr)C=C(C=C1)F (2,5-difluorobenzyl bromide). Yields the product FC1=C(CN2N(C(C2(C)C)=O)C2C3CC4CC(CC2C4)C3)C=C(C=C1)F (1-(2,5-difluorobenzyl)-4,4-dimethyl-2-(adamantan-2-yl)-1,2-diazetidin-3-one). RXN SMILES: [CH:1]12[CH2:10][CH:5]3[CH2:6][CH:7]([CH2:9][CH:3]([CH2:4]3)[CH:2]1[N:11]1[C:14](=[O:15])[C:13]([CH3:17])([CH3:16])[NH:12]1)[CH2:8]2.[F:18][C:19]1[CH:26]=[CH:25][C:24]([F:27])=[CH:23][C:20]=1[CH2:21]Br>>[F:18][C:19]1[CH:26]=[CH:25][C:24]([F:27])=[CH:23][C:20]=1[CH2:21][N:12]1[C:13]([CH3:17])([CH3:16])[C:14](=[O:15])[N:11]1[CH:2]1[CH:3]2[CH2:4][CH:5]3[CH2:6][CH:7]([CH2:8][CH:1]1[CH2:10]3)[CH2:9]2. Procedure: 2-(Adamantan-2-yl)-4,4-dimethyl-1,2-diazetidin-3-one and 2,5-difluorobenzyl bromide were used for a similar reaction and treatment as Process 6 of Example 1, and the title compound was obtained as a white crystalline powder.